This data is from the Open Reaction Database (ORD), a public repository of structured organic reaction records. The task is: describe an organic reaction: reactants, conditions, products, and yield The reactants are C(CC#N)#N (malononitrile), NC1=C(C=CC=C1)S (2-amino thiophenol). Run in C(C)O (ethanol). Conditions: time 8 hour. Yields the product S1C(=NC2=C1C=CC=C2)CC=2SC1=C(N2)C=CC=C1 (bis(2-benzothiazolyl) methane). Yield: 82.0%. RXN SMILES: [C:1](#[N:5])[CH2:2][C:3]#[N:4].N[C:7]1[CH:12]=[CH:11][CH:10]=[CH:9][C:8]=1[SH:13]>C(O)C>[S:13]1[C:8]2[CH:9]=[CH:10][CH:11]=[CH:12][C:7]=2[N:4]=[C:3]1[CH2:2][C:1]1[S:13][C:8]2[CH:9]=[CH:10][CH:11]=[CH:12][C:7]=2[N:5]=1. Reported procedure: To produce the above compound, in a two-neck 100 ml round bottom flask with a condenser and a stir bar, malononitrile (2.64 g, 40 mmol) was dissolved in absolute ethanol (40 ml). 2-amino thiophenol (log, 80 mmol) was slowly added to this solution under stirring. Under a nitrogen blanket, the reaction mixture was heated and refluxed for six hours. After cooling, the flask was refrigerated overnight. Pale green crystals of bis(2-benzothiazolyl) methane that formed were recovered, following vacuum ... Starting materials: BrCc1ccccc1, O=C([O-])[O-], CCCC[N+](CCCC)(CCCC)CCCC, CN(C)C=O, [I-], [K+], [K+], O=Cc1cc(O)ccc1[N+](=O)[O-]. Yields the product O=Cc1cc(OCc2ccccc2)ccc1[N+](=O)[O-]. Reaction SMILES: [Br:19][CH2:20][c:21]1[cH:22][cH:23][cH:24][cH:25][cH:26]1.[C:13](=[O:14])([O-:15])[O-:16].[CH2:28]([N+:29]([CH2:30][CH2:31][CH2:32][CH3:33])([CH2:34][CH2:35][CH2:36][CH3:37])[CH2:38][CH2:39][CH2:40][CH3:41])[CH2:42][CH2:43][CH3:44].[CH3:45][N:46]([CH3:47])[CH:48]=[O:49].[I-:27].[K+:17].[K+:18].[OH:1][c:2]1[cH:3][cH:4][c:5]([N+:10](=[O:11])[O-:12])[c:6]([CH:7]=[O:8])[cH:9]1>>[O:1]([c:2]1[cH:3][cH:4][c:5]([N+:10](=[O:11])[O-:12])[c:6]([CH:7]=[O:8])[cH:9]1)[CH2:20][c:21]1[cH:22][cH:23][cH:24][cH:25][cH:26]1. The reactants are IC1=CC(=CC=C1)[N+](=O)[O-] (1-iodo-3-nitrobenzene), N1N=CC=C1 (pyrazol), C([O-])([O-])=O.[K+].[K+] (potassium carbonate), cuprous iodide, copper bronze. Solvent: CN1C(CCC1)=O (N-methyl-2-pyrrolidone). Run at temperature 180 celsius. The product is [N+](=O)([O-])C=1C=C(C=CC1)N1N=CC=C1 (1-(3-Nitrophenyl)pyrazol). Yield: 96.0%. As a reaction SMILES: I[C:2]1[CH:7]=[CH:6][CH:5]=[C:4]([N+:8]([O-:10])=[O:9])[CH:3]=1.[NH:11]1[CH:15]=[CH:14][CH:13]=[N:12]1.C(=O)([O-])[O-].[K+].[K+]>CN1CCCC1=O>[N+:8]([C:4]1[CH:3]=[C:2]([N:11]2[CH:15]=[CH:14][CH:13]=[N:12]2)[CH:7]=[CH:6][CH:5]=1)([O-:10])=[O:9] |f:2.3.4|. Procedure: A mixture of 1-iodo-3-nitrobenzene (18.7 g, 75 mmol), pyrazol (7.66 g, 113 mmol), potassium carbonate (11.2 g, 81 mmol) and catalytic amounts of cuprous iodide and copper-bronze in dry N-methyl-2-pyrrolidone (50 ml) is heated to 180° C. for 4.5 hours. After cooling the mixture is filtered through celite. The filtrate is poured into ice water (700 ml) and the product is filtered off, washed with water and dried to yield 13.57 g. Yield: 96%. Mp 85-87° C. The reactants are CC(C)O, [Na+], O=C(c1ccccc1)c1ccccc1, [OH-]. The product is OC(c1ccccc1)c1ccccc1. Reaction SMILES: [CH3:17][CH:18]([OH:19])[CH3:20].[Na+:16].[O:1]=[C:2]([c:3]1[cH:4][cH:5][cH:6][cH:7][cH:8]1)[c:9]1[cH:10][cH:11][cH:12][cH:13][cH:14]1.[OH-:15]>>[OH:1][CH:2]([c:3]1[cH:4][cH:5][cH:6][cH:7][cH:8]1)[c:9]1[cH:10][cH:11][cH:12][cH:13][cH:14]1. Reactants: [Br-], CI, CN(C)C=O, COCCOC, [H-], [Li+], [Na+], O, O=c1[nH]c(Cl)c(-c2ccccc2)nc1-c1ccccc1. Product: Cn1c(Cl)c(-c2ccccc2)nc(-c2ccccc2)c1=O. As a reaction SMILES: [Br-:24].[CH3:25][I:26].[CH3:28][N:29]([CH3:30])[CH:31]=[O:32].[CH3:33][O:34][CH2:35][CH2:36][O:37][CH3:38].[H-:21].[Li+:23].[Na+:22].[OH2:27].[c:1]1(-[c:7]2[c:8](=[O:20])[nH:9][c:10]([Cl:19])[c:11](-[c:13]3[cH:14][cH:15][cH:16][cH:17][cH:18]3)[n:12]2)[cH:2][cH:3][cH:4][cH:5][cH:6]1>>[c:1]1(-[c:7]2[c:8](=[O:20])[n:9]([CH3:25])[c:10]([Cl:19])[c:11](-[c:13]3[cH:14][cH:15][cH:16][cH:17][cH:18]3)[n:12]2)[cH:2][cH:3][cH:4][cH:5][cH:6]1. The reactants are NC1=CC=C2C(C(N(C(C2=C1[N+](=O)[O-])=O)CCCN(C(OC(C)(C)C)=O)CCC1=CC(=C(C=C1)OC)OC)=O)(C)C (tert-butyl [3-(7-amino-4,4-dimethyl-8-nitro-1,3-dioxo-3,4-dihydro-1H-isoquinolin-2-yl)propyl]-[2-(3,4-dimethoxyphenyl)ethyl]carbamate). Reagents/catalysts: [OH-].[OH-].[Pd+2] (Pd(OH)2/C). The solvent is CCO (EtOH), C1CCOC1 (THF). Conditions: time 16 hour. Product: NC1=CC=C2C(C(N(C(C2=C1N)=O)CCCN(C(OC(C)(C)C)=O)CCC1=CC(=C(C=C1)OC)OC)=O)(C)C (tert-Butyl [3-(7,8-diamino-4,4-dimethyl-1,3-dioxo-3,4-dihydro-1H-isoquinolin-2-yl)propyl]-[2-(3,4-dimethoxyphenyl)ethyl]carbamate). Yield: 83.5%. As a reaction SMILES: [NH2:1][C:2]1[C:11]([N+:12]([O-])=O)=[C:10]2[C:5]([C:6]([CH3:41])([CH3:40])[C:7](=[O:39])[N:8]([CH2:16][CH2:17][CH2:18][N:19]([CH2:27][CH2:28][C:29]3[CH:34]=[CH:33][C:32]([O:35][CH3:36])=[C:31]([O:37][CH3:38])[CH:30]=3)[C:20](=[O:26])[O:21][C:22]([CH3:25])([CH3:24])[CH3:23])[C:9]2=[O:15])=[CH:4][CH:3]=1>CCO.C1COCC1.[OH-].[OH-].[Pd+2]>[NH2:1][C:2]1[C:11]([NH2:12])=[C:10]2[C:5]([C:6]([CH3:41])([CH3:40])[C:7](=[O:39])[N:8]([CH2:16][CH2:17][CH2:18][N:19]([CH2:27][CH2:28][C:29]3[CH:34]=[CH:33][C:32]([O:35][CH3:36])=[C:31]([O:37][CH3:38])[CH:30]=3)[C:20](=[O:26])[O:21][C:22]([CH3:23])([CH3:25])[CH3:24])[C:9]2=[O:15])=[CH:4][CH:3]=1 |f:3.4.5|. Procedure: A mixture of tert-butyl [3-(7-amino-4,4-dimethyl-8-nitro-1,3-dioxo-3,4-dihydro-1H-isoquinolin-2-yl)propyl]-[2-(3,4-dimethoxyphenyl)ethyl]carbamate (3.60 g, 6.31 mmol) and 20% Pd(OH)2/C (0.72 g) in EtOH (100 mL) and THF (10 mL) was stirred under H2 (balloon) for 16 h. The catalyst was removed by filtration through diatomaceous earth and the filtrate was concentrated under reduced pressure. The residue was purified by flash chromatography (40-63μ silica gel, hexane:EtOAc 1:1 to 1:2) to give the ti...